Dataset: the Open Reaction Database (ORD), a public repository of structured organic reaction records. Task: describe an organic reaction: reactants, conditions, products, and yield Reactants: hydrochloride salt, ClC=1C=C(OCCBr)C=C(C1)Cl (2-(3,5-dichlorophenoxy)-1-bromoethane), C(CC)N (n-propylamine), Cl (hydrogen chloride). The product is Cl.ClC=1C=C(OCCNCCC)C=C(C1)Cl (N-[-2-(3,5-Dichlorophenoxy)ethyl]propanamine Hydrochloride). As a reaction SMILES: [Cl:1][C:2]1[CH:3]=[C:4]([CH:9]=[C:10]([Cl:12])[CH:11]=1)[O:5][CH2:6][CH2:7]Br.[CH2:13]([NH2:16])[CH2:14][CH3:15].Cl>>[ClH:1].[Cl:1][C:2]1[CH:3]=[C:4]([CH:9]=[C:10]([Cl:12])[CH:11]=1)[O:5][CH2:6][CH2:7][NH:16][CH2:13][CH2:14][CH3:15] |f:3.4|. Procedure details: The title compound was prepared by the method of Preparation 34 from 2-(3,5-dichlorophenoxy)-1-bromoethane, n-propylamine and hydrogen chloride. The free base was obtained as an oil. The hydrochloride salt melted at 185°-186° C. Starting materials: three, CN1C=2C=CC(=CC2N=C1CCCC(=O)O)N(CCCl)CCCl.Cl (bendamustine hydrochloride), C(CCCCCCCCCCCCCCCCCCCCC)O (docosyl alcohol), C1(CCCCC1)N=C=NC1CCCCC1 (dicyclohexyl carbodiimide), N,N-dimethylamino pyridine, 95.7A. Solvent: ClCCl (dichloromethane). Conditions: time 8 hour. Product: C(CCCCCCCCCCCCCCCCCCCCC)OC(CCCC1=NC2=C(N1C)C=CC(=C2)N(CCCl)CCCl)=O (4-{5-[Bis-(chloroethyl)-amino]-1-methyl-1H-benzimidazol-2-yl}butyric acid docosyl ester). Isolated yield 43.3%. As a reaction SMILES: [CH3:1][N:2]1[C:10]([CH2:11][CH2:12][CH2:13][C:14]([OH:16])=[O:15])=[N:9][C:8]2[CH:7]=[C:6]([N:17]([CH2:21][CH2:22][Cl:23])[CH2:18][CH2:19][Cl:20])[CH:5]=[CH:4][C:3]1=2.Cl.[CH2:25](O)[CH2:26][CH2:27][CH2:28][CH2:29][CH2:30][CH2:31][CH2:32][CH2:33][CH2:34][CH2:35][CH2:36][CH2:37][CH2:38][CH2:39][CH2:40][CH2:41][CH2:42][CH2:43][CH2:44][CH2:45][CH3:46].C1(N=C=NC2CCCCC2)CCCCC1>ClCCl>[CH2:46]([O:15][C:14](=[O:16])[CH2:13][CH2:12][CH2:11][C:10]1[N:2]([CH3:1])[C:3]2[CH:4]=[CH:5][C:6]([N:17]([CH2:18][CH2:19][Cl:20])[CH2:21][CH2:22][Cl:23])=[CH:7][C:8]=2[N:9]=1)[CH2:45][CH2:44][CH2:43][CH2:42][CH2:41][CH2:40][CH2:39][CH2:38][CH2:37][CH2:36][CH2:35][CH2:34][CH2:33][CH2:32][CH2:31][CH2:30][CH2:29][CH2:28][CH2:27][CH2:26][CH3:25] |f:0.1|. Reported procedure: A 250 mL three necked round bottom flask equipped with a stir bar, thermocouple and nitrogen in/outlet was charged with 5.0 g (12.7 mmol) of bendamustine hydrochloride, 4.2 g (12.9 mmol, 1.01 eq) of docosyl alcohol, 2.7 g (12.9 mmol, 1.01 eq) of dicyclohexyl carbodiimide (DCC), 50 mL of dichloromethane (MDC) and 0.16 g (1.27 mmol, 0.1 eq) of N,N-dimethylamino pyridine (DMAP). The reaction mixture was stirred at room temperature overnight at which time an HPLC analysis indicated the reaction was ... Reactants: C1(=CC=CC=C1O)C (cresol), C(C)(=O)OCCOCCOCC (diethylene glycol monoethyl ether acetate), C1(O)=CC=C(O)C=C1 (hydroquinone), ω-carboxy-polycaprolactone monoacrylate, C1(=CC=CC=C1)P(C1=CC=CC=C1)C1=CC=CC=C1 (triphenyl phosphine). Run at temperature 115 celsius. Product: C1(C2C(C(=O)O1)CCC=C2)=O (tetrahydrophthalic acid anhydride), C(C)(=O)OCCOCCOCC (diethylene glycol monoethyl ether acetate). RXN SMILES: [C:1]1([CH3:8])[C:6](O)=[CH:5][CH:4]=[CH:3][CH:2]=1.[C:9]([O:12][CH2:13][CH2:14][O:15][CH2:16][CH2:17][O:18][CH2:19][CH3:20])(=[O:11])[CH3:10].C1(C=CC(O)=CC=1)[OH:22].C1(P(C2C=CC=CC=2)C2C=CC=CC=2)C=CC=CC=1>>[C:8]1(=[O:22])[O:12][C:9](=[O:11])[CH:6]2[CH2:5][CH2:4][CH:3]=[CH:2][CH:1]12.[C:9]([O:12][CH2:13][CH2:14][O:15][CH2:16][CH2:17][O:18][CH2:19][CH3:20])(=[O:11])[CH3:10]. Procedure: A reflux condenser, a thermometer, a bleed tube, and a stirrer were set to a four-necked flask. In order to prepare a reaction solution, 212 parts by mass of cresol novolac epoxy resin (N-695 (item number) available from DIC Corporation, epoxy equivalent weight: 212), 221 parts by mass of diethylene glycol monoethyl ether acetate, 0.2 parts by mass of hydroquinone, 300 parts by mass of ω-carboxy-polycaprolactone monoacrylate (Aronix M-5300 (trade name) available from TOAGOSEI CO., LTD., the numb... Starting materials: [BH4-].[Na+] (Sodium borohydride), CO (Methanol), B(F)(F)F.CCOCC (boron trifluoride etherate), [N+](=O)([O-])C=1C=C(C=CC1[N+](=O)[O-])C(=O)N1CCOCC1 ((3,4-dinitrophenyl)(morpholino)methanone). The solvent is C1CCOC1 (THF). Reaction conditions: temperature 0 celsius, time 3 hour. The product is [N+](=O)([O-])C=1C=C(CN2CCOCC2)C=CC1[N+](=O)[O-] (4-(3,4-dinitrobenzyl)morpholine). The yield is 84.7%. RXN SMILES: [BH4-].[Na+].B(F)(F)F.CCOCC.[N+:12]([C:15]1[CH:16]=[C:17]([C:24]([N:26]2[CH2:31][CH2:30][O:29][CH2:28][CH2:27]2)=O)[CH:18]=[CH:19][C:20]=1[N+:21]([O-:23])=[O:22])([O-:14])=[O:13].CO>C1COCC1>[N+:12]([C:15]1[CH:16]=[C:17]([CH:18]=[CH:19][C:20]=1[N+:21]([O-:23])=[O:22])[CH2:24][N:26]1[CH2:31][CH2:30][O:29][CH2:28][CH2:27]1)([O-:14])=[O:13] |f:0.1,2.3|. Procedure details: Sodium borohydride (40 mg, 1.06 mmol) was placed in a nitrogen flushed flask and suspended in THF (7 mL). After the mixture was cooled to 0° C., boron trifluoride etherate (0.13 mL, 1.06 mmol) was added by syringe and followed by the addition of (3,4-dinitrophenyl)(morpholino)methanone (150 mg, 0.53 mmol) in a single portion. The suspension was stirred at room temperature for 3 h. Methanol (5 mL) was added to the reaction mixture at 0° C., and the mixture was heated at reflux for 1 h. The mixtur... Starting materials: C(C)(C)(C)OC(NC1=C(C=C(C(=C1)OCC(F)(F)F)C(F)(F)F)NC(CC(=O)C1=CC(=CC=C1)C=1C(=NC=CC1)CC)=O)=O ([2-{3-[3-(2-Ethyl-pyridin-3-yl)-phenyl]-3-oxo-propionylamino}-5-(2,2,2-trifluoro-ethoxy)-4-trifluoromethyl-phenyl]-carbamic acid tert-butyl ester), C(=O)(C(F)(F)F)O (TFA). Run in C(Cl)Cl (CH2Cl2). Product: C(C)C1=NC=CC=C1C=1C=C(C=CC1)C1=NC2=C(NC(C1)=O)C=C(C(=C2)OCC(F)(F)F)C(F)(F)F (4-[3-(2-Ethyl-pyridin-3-yl)-phenyl]-7-(2,2,2-trifluoro-ethoxy)-8-trifluoromethyl-1,3-dihydro-benzo[b][1,4]diazepin-2-one), solid. Yield: 58.0%. As a reaction SMILES: C(OC(=O)[NH:7][C:8]1[CH:13]=[C:12]([O:14][CH2:15][C:16]([F:19])([F:18])[F:17])[C:11]([C:20]([F:23])([F:22])[F:21])=[CH:10][C:9]=1[NH:24][C:25](=[O:43])[CH2:26][C:27]([C:29]1[CH:34]=[CH:33][CH:32]=[C:31]([C:35]2[C:36]([CH2:41][CH3:42])=[N:37][CH:38]=[CH:39][CH:40]=2)[CH:30]=1)=O)(C)(C)C.C(O)(C(F)(F)F)=O>C(Cl)Cl>[CH2:41]([C:36]1[C:35]([C:31]2[CH:30]=[C:29]([C:27]3[CH2:26][C:25](=[O:43])[NH:24][C:9]4[CH:10]=[C:11]([C:20]([F:21])([F:23])[F:22])[C:12]([O:14][CH2:15][C:16]([F:18])([F:19])[F:17])=[CH:13][C:8]=4[N:7]=3)[CH:34]=[CH:33][CH:32]=2)=[CH:40][CH:39]=[CH:38][N:37]=1)[CH3:42]. Procedure: The title compound was prepared from [2-{3-[3-(2-ethyl-pyridin-3-yl)-phenyl]-3-oxo-propionylamino}-5-(2,2,2-trifluoro-ethoxy)-4-trifluoromethyl-phenyl]-carbamic acid tert-butyl ester (Example M216) (335 mg, 0.536 mmol) by treatment with TFA in CH2Cl2 according to the general procedure N. Obtained as an off-white solid (159 mg, 58%). Reactants: C(C)(=O)N1CCC2=CC(=CC=C12)C#N (1-acetoylindoline-5-carbonitrile), NC=1C=C2CCN(C2=CC1)C(C)=O (1-(5-aminoindolin-1-yl)ethanone). Yields the product C(C)(=O)N1CCC2=CC=C(C=C12)C#N (1-acetoylindoline-6-carbonitrile). Reaction SMILES: [C:1]([N:4]1[C:12]2[C:7](=[CH:8][C:9](C#N)=[CH:10][CH:11]=2)[CH2:6][CH2:5]1)(=[O:3])[CH3:2].[NH2:15][C:16]1C=C2C(=CC=1)N(C(=O)C)CC2>>[C:1]([N:4]1[C:12]2[C:7](=[CH:8][CH:9]=[C:10]([C:16]#[N:15])[CH:11]=2)[CH2:6][CH2:5]1)(=[O:3])[CH3:2]. Procedure details: The title compound was prepared following the procedure described for 1-acetoylindoline-5-carbonitrile but starting from 1-(5-aminoindolin-1-yl)ethanone (Aldrich, 844 mg; 4.79 mmol), to give 1-acetoylindoline-6-carbonitrile as an orange solid. 1H NMR: (DMSO-d6, 400 MHz) δ 8.31 (1H, s), 7.52-7.45 (2H, m), 4.18 (2H, t, J=8.6 Hz), 3.32-3.23 (2H, m), 2.23 (3H, s).